This data is from the Open Reaction Database (ORD), a public repository of structured organic reaction records. The task is: describe an organic reaction: reactants, conditions, products, and yield Starting materials: OCN1N=C(C(=C1)C(=O)OCC)C(F)(F)F (1-(hydroxymethyl)-3-(trifluoromethyl)-4-ethyoxycarbonyl-1H-pyrazole), S(=O)(Cl)Cl (thionyl chloride). Run in ClCCl (dichloromethane). Run at time 8 hour. Yields the product ClCN1N=C(C(=C1)C(=O)OCC)C(F)(F)F (1-(chloromethyl)-3-(trifluoromethyl)-4-ethoxycarbonyl-1H-pyrazole). Reaction SMILES: O[CH2:2][N:3]1[CH:7]=[C:6]([C:8]([O:10][CH2:11][CH3:12])=[O:9])[C:5]([C:13]([F:16])([F:15])[F:14])=[N:4]1.S(Cl)([Cl:19])=O>ClCCl>[Cl:19][CH2:2][N:3]1[CH:7]=[C:6]([C:8]([O:10][CH2:11][CH3:12])=[O:9])[C:5]([C:13]([F:16])([F:15])[F:14])=[N:4]1. Reported procedure: 2.23 g of 1-(hydroxymethyl)-3-(trifluoromethyl)-4-ethyoxycarbonyl-1H-pyrazole was dissolved to 30 ml of dichloromethane. 1.4 ml of thionyl chloride was added to the solution, followed by stirring at room temperature for overnight. The reaction mixture was concentrated under reduced pressure to obtain 2.38 g of 1-(chloromethyl)-3-(trifluoromethyl)-4-ethoxycarbonyl-1H-pyrazole. Reaction SMILES: [C:44](=[O:45])([O-:46])[O-:47].[CH2:1]([CH3:2])[NH:3][C:4]([NH:5][c:6]1[cH:7][c:8](-[c:15]2[s:16][cH:17][c:18]([C:20]([F:21])([F:22])[F:23])[n:19]2)[c:9]([B:12]([OH:13])[OH:14])[cH:10][n:11]1)=[O:24].[CH2:25]([CH3:26])[n:27]1[cH:28][c:29]([C:39](=[O:40])[O:41][CH2:42][CH3:43])[c:30](=[O:38])[c:31]2[cH:32][cH:33][c:34]([I:37])[cH:35][c:36]12.[CH2:56]1[O:57][CH2:58][CH2:59][O:60][CH2:61]1.[CH3:50][CH2:51][O:52][C:53](=[O:54])[CH3:55].[K+:48].[K+:49].[OH2:62]>>[CH2:1]([CH3:2])[NH:3][C:4]([NH:5][c:6]1[cH:7][c:8](-[c:15]2[s:16][cH:17][c:18]([C:20]([F:21])([F:22])[F:23])[n:19]2)[c:9](-[c:34]2[cH:33][cH:32][c:31]3[c:30](=[O:38])[c:29]([C:39](=[O:40])[O:41][CH2:42][CH3:43])[cH:28][n:27]([CH2:25][CH3:26])[c:36]3[cH:35]2)[cH:10][n:11]1)=[O:24]. Yields the product CCNC(=O)Nc1cc(-c2nc(C(F)(F)F)cs2)c(-c2ccc3c(=O)c(C(=O)OCC)cn(CC)c3c2)cn1. Starting materials: O=C([O-])[O-], CCNC(=O)Nc1cc(-c2nc(C(F)(F)F)cs2)c(B(O)O)cn1, CCOC(=O)c1cn(CC)c2cc(I)ccc2c1=O, C1COCCO1, CCOC(C)=O, [K+], [K+], O. Reactants: ClC=1C(=C(C=C2C(C(=CN(C12)C1=C(C(=C(C=C1)F)NC)F)C(=O)O)=O)F)F (8-Chloro-6,7-difluoro-1-(2,4-difluoro-3-methylaminophenyl)-4-oxo-1,4-dihydroquinoline-3-carboxylic acid), aqueous solution, CN (methylamine), N1=CC=CC=C1 (pyridine), resultant mixture. The yield is 156.5%. As a reaction SMILES: [Cl:1][C:2]1[C:3](F)=[C:4]([F:26])[CH:5]=[C:6]2[C:11]=1[N:10]([C:12]1[CH:17]=[CH:16][C:15]([F:18])=[C:14]([NH:19][CH3:20])[C:13]=1[F:21])[CH:9]=[C:8]([C:22]([OH:24])=[O:23])[C:7]2=[O:25].CN.[N:30]1C=CC=C[CH:31]=1>C(O)C>[Cl:1][C:2]1[C:3]([NH:30][CH3:31])=[C:4]([F:26])[CH:5]=[C:6]2[C:11]=1[N:10]([C:12]1[CH:17]=[CH:16][C:15]([F:18])=[C:14]([NH:19][CH3:20])[C:13]=1[F:21])[CH:9]=[C:8]([C:22]([OH:24])=[O:23])[C:7]2=[O:25]. Run at time 3 hour. Solvent: C(C)O (Ethanol). Reported procedure: 8-Chloro-6,7-difluoro-1-(2,4-difluoro-3-methylaminophenyl)-4-oxo-1,4-dihydroquinoline-3-carboxylic acid (120 mg) and a 40% aqueous solution (120 mg) of methylamine were added to pyridine (500 mg), and the mixture was stirred at room temperature for 3 hours. Ethanol (1 ml) was added to the reaction mixture, and the resultant mixture was stirred for 2 hours. Deposits were collected by filtration and washed successively with ethanol and diisopropyl ether to obtain the title compound (193 mg) as a c... Product: ClC=1C(=C(C=C2C(C(=CN(C12)C1=C(C(=C(C=C1)F)NC)F)C(=O)O)=O)F)NC (8-Chloro-6-fluoro-1-(2,4-difluoro-3-methylaminophenyl)-7-methylamino-4-oxo-1,4-dihydroquinoline-3-carboxylic Acid). Starting materials: CNC(=O)N (methyl urea), N1=CC=CC=C1 (pyridine), ClC=1C=C(C=CC1N1N=NN=C1C)C(C(=O)O)CC1CCCC1 (2-[3-chloro-4-(5-methyl-tetrazol-1-yl)-phenyl]-3-cyclopentyl-propionic acid), C(C(=O)Cl)(=O)Cl (oxalyl chloride), Cl (hydrochloric acid). Solvent: FC1=CC=CC=C1 (fluorobenzene), CN(C=O)C (N,N-dimethylformamide), C(C)(=O)OCC (ethyl acetate). Run at temperature 25 celsius, time 1 hour. Product: hexanes ethyl acetate, ClC=1C=C(C=CC1N1N=NN=C1C)C(C(=O)NC(=O)NC)CC1CCCC1 (1-{2-[3-chloro-4-(5-methyl-tetrazol-1-yl)-phenyl]-3-cyclopentyl-propionyl}-3-methyl-urea). Isolated yield 31.3%. RXN SMILES: [Cl:1][C:2]1[CH:3]=[C:4]([CH:14]([CH2:18][CH:19]2[CH2:23][CH2:22][CH2:21][CH2:20]2)[C:15](O)=[O:16])[CH:5]=[CH:6][C:7]=1[N:8]1[C:12]([CH3:13])=[N:11][N:10]=[N:9]1.C(Cl)(=O)C(Cl)=O.[CH3:30][NH:31][C:32]([NH2:34])=[O:33].N1C=CC=CC=1.Cl>FC1C=CC=CC=1.CN(C)C=O.C(OCC)(=O)C>[Cl:1][C:2]1[CH:3]=[C:4]([CH:14]([CH2:18][CH:19]2[CH2:23][CH2:22][CH2:21][CH2:20]2)[C:15]([NH:34][C:32]([NH:31][CH3:30])=[O:33])=[O:16])[CH:5]=[CH:6][C:7]=1[N:8]1[C:12]([CH3:13])=[N:11][N:10]=[N:9]1. Reported procedure: A solution of 2-[3-chloro-4-(5-methyl-tetrazol-1-yl)-phenyl]-3-cyclopentyl-propionic acid (303 mg, 0.9 mmol) in fluorobenzene (1 mL) and N,N-dimethylformamide (3 μL) at 25° C. was treated dropwise with oxalyl chloride (97 μL, 1.09 mmol) over 2-3 min. The clear solution was stirred at 25° C. for 1 h and then treated with methyl urea (201 mg, 2.72 mmol). The resulting suspension was heated at 70° C. (bath temperature) for 10 min and then treated with pyridine (146.6 μL, 1.81 mmol). The reaction mi...